This data is from the Open Reaction Database (ORD), a public repository of structured organic reaction records. The task is: describe an organic reaction: reactants, conditions, products, and yield The reactants are C1CCOC1, C[Si](C)(C)[N-][Si](C)(C)C, COc1ccc(COc2cc(N)ccn2)cc1, COc1ccc(CN(Cc2ccc(OC)cc2)c2nc(C)nc(-c3cccnc3F)n2)cc1, [Li+]. The product is COc1ccc(COc2cc(Nc3ncccc3-c3nc(C)nc(N(Cc4ccc(OC)cc4)Cc4ccc(OC)cc4)n3)ccn2)cc1. Reaction SMILES: [CH2:61]1[O:62][CH2:63][CH2:64][CH2:65]1.[CH3:18][Si:19]([N-:20][Si:21]([CH3:22])([CH3:23])[CH3:24])([CH3:25])[CH3:26].[CH3:1][O:2][c:3]1[cH:4][cH:5][c:6]([CH2:7][O:8][c:9]2[n:10][cH:11][cH:12][c:13]([NH2:15])[cH:14]2)[cH:16][cH:17]1.[F:28][c:29]1[n:30][cH:31][cH:32][cH:33][c:34]1-[c:35]1[n:36][c:37]([N:42]([CH2:43][c:44]2[cH:45][cH:46][c:47]([O:50][CH3:51])[cH:48][cH:49]2)[CH2:52][c:53]2[cH:54][cH:55][c:56]([O:59][CH3:60])[cH:57][cH:58]2)[n:38][c:39]([CH3:41])[n:40]1.[Li+:27]>>[CH3:1][O:2][c:3]1[cH:4][cH:5][c:6]([CH2:7][O:8][c:9]2[n:10][cH:11][cH:12][c:13]([NH:15][c:29]3[n:30][cH:31][cH:32][cH:33][c:34]3-[c:35]3[n:36][c:37]([N:42]([CH2:43][c:44]4[cH:45][cH:46][c:47]([O:50][CH3:51])[cH:48][cH:49]4)[CH2:52][c:53]4[cH:54][cH:55][c:56]([O:59][CH3:60])[cH:57][cH:58]4)[n:38][c:39]([CH3:41])[n:40]3)[cH:14]2)[cH:16][cH:17]1. Yields the product COC=1C=C(C=CC1OC)C=1C(C(N(N1)C1CCN(CC1)C(=O)C1=NC2=CC=CC=C2C=C1)=O)(C)C (5-(3,4-Dimethoxyphenyl)-4,4-dimethyl-2-[1-(quinolin-2-ylcarbonyl)piperidin-4-yl]-2,4-dihydro-3H-pyrazol-3-one). The reactants are Cl.COC=1C=C(C=CC1OC)C=1C(C(N(N1)C1CCNCC1)=O)(C)C (5-(3,4-dimethoxyphenyl)-4,4-dimethyl-2-(piperidin-4-yl)-2,4-dihydro-3H-pyrazol-3-one hydrochloride), Cl.COC=1C=C(C=CC1OC)C=1C(C(N(N1)C1CCNCC1)=O)(C)C (5-(3,4-dimethoxyphenyl)-4,4-dimethyl-2-(piperidin-4-yl)-2,4-dihydro-3H-pyrazol-3-one hydrochloride), N1=C(C=CC2=CC=CC=C12)C(=O)O (quinoline-2-carboxylic acid). RXN SMILES: Cl.[CH3:2][O:3][C:4]1[CH:5]=[C:6]([C:12]2[C:13]([CH3:25])([CH3:24])[C:14](=[O:23])[N:15]([CH:17]3[CH2:22][CH2:21][NH:20][CH2:19][CH2:18]3)[N:16]=2)[CH:7]=[CH:8][C:9]=1[O:10][CH3:11].[N:26]1[C:35]2[C:30](=[CH:31][CH:32]=[CH:33][CH:34]=2)[CH:29]=[CH:28][C:27]=1[C:36](O)=[O:37]>>[CH3:2][O:3][C:4]1[CH:5]=[C:6]([C:12]2[C:13]([CH3:25])([CH3:24])[C:14](=[O:23])[N:15]([CH:17]3[CH2:22][CH2:21][N:20]([C:36]([C:27]4[CH:28]=[CH:29][C:30]5[C:35](=[CH:34][CH:33]=[CH:32][CH:31]=5)[N:26]=4)=[O:37])[CH2:19][CH2:18]3)[N:16]=2)[CH:7]=[CH:8][C:9]=1[O:10][CH3:11] |f:0.1|. Reported procedure: The title compound is prepared analogously as described for GP2-WU1 using 5-(3,4-dimethoxyphenyl)-4,4-dimethyl-2-(piperidin-4-yl)-2,4-dihydro-3H-pyrazol-3-one (compound B1) and quinoline-2-carboxylic acid as starting compounds. The crude product is purified by chromatography (silica gel and DCM/diethyl ether/methanol=49:49:3) to yield the title compound. Starting materials: ClC1=NC(=C(C=C1C#N)F)Cl (2,6-dichloro-5-fluoro-3-pyridinecarbonitrile), P(=O)([O-])([O-])[O-].[K+].[K+].[K+] (potassium phosphate), C(C)B(CC)CC (triethylborane), solution. The reagents and catalysts are C1=CC=C(C=C1)P([C-]2C=CC=C2)C3=CC=CC=C3.C1=CC=C(C=C1)P([C-]2C=CC=C2)C3=CC=CC=C3.Cl[Pd]Cl.[Fe+2] ([1,1′-bis(diphenylphosphino)ferrocene]dichloropalladium(II)). The solvent is C1CCOC1 (THF), ethyl acetate hexanes, C1CCOC1 (THF). Product: ClC1=NC(=C(C=C1C#N)F)CC (2-Chloro-5-fluoro-6-ethyl-3-pyridinecarbonitrile). RXN SMILES: [Cl:1][C:2]1[C:7]([C:8]#[N:9])=[CH:6][C:5]([F:10])=[C:4](Cl)[N:3]=1.P([O-])([O-])([O-])=O.[K+].[K+].[K+].[CH2:20](B(CC)CC)[CH3:21]>C1COCC1.C1C=CC(P(C2C=CC=CC=2)[C-]2C=CC=C2)=CC=1.C1C=CC(P(C2C=CC=CC=2)[C-]2C=CC=C2)=CC=1.Cl[Pd]Cl.[Fe+2]>[Cl:1][C:2]1[C:7]([C:8]#[N:9])=[CH:6][C:5]([F:10])=[C:4]([CH2:20][CH3:21])[N:3]=1 |f:1.2.3.4,7.8.9.10|. Reported procedure: To a vigorously stirred mixture of 2,6-dichloro-5-fluoro-3-pyridinecarbonitrile (15.0 g, 78.5 mmol), potassium phosphate (17.0 g, 74.0 mmol), and [1,1′-bis(diphenylphosphino)ferrocene]dichloropalladium(II) (1.5 g, 1.8 mmol) in dry THF (300 ml) at room temperature was added in a stream triethylborane (85 ml of a 1M solution in THF). The resulting mixture was heated at reflux temperature for 16 h, cooled, concentrated, and partitioned between ethyl acetate and water. The resulting crude product ob... Reactants: crude product, O.[OH-].[Li+] (lithium hydroxide monohydrate), CI (methyl iodide), BrC1=CC=C(C=C1)C1=NNC(=C1OCC1=CC=C(C=C1)OC)C(=O)OC (methyl 3-(4-bromophenyl)-4-(4-methoxybenzyloxy)-1H-pyrazole-5-carboxylate). Solvent: C(C)(=O)OCC (ethyl acetate), CN(C=O)C (N,N-dimethylformamide). Run at time 3 hour. Product: BrC1=CC=C(C=C1)C1=NN(C(=C1OCC1=CC=C(C=C1)OC)C(=O)OC)C (methyl 3-(4-bromophenyl)-4-(4-methoxybenzyloxy)-1-methyl-1H-pyrazole-5-carboxylate). Reaction SMILES: [Br:1][C:2]1[CH:7]=[CH:6][C:5]([C:8]2[C:12]([O:13][CH2:14][C:15]3[CH:20]=[CH:19][C:18]([O:21][CH3:22])=[CH:17][CH:16]=3)=[C:11]([C:23]([O:25][CH3:26])=[O:24])[NH:10][N:9]=2)=[CH:4][CH:3]=1.O.[OH-].[Li+].[CH3:30]I>CN(C)C=O.C(OCC)(=O)C>[Br:1][C:2]1[CH:3]=[CH:4][C:5]([C:8]2[C:12]([O:13][CH2:14][C:15]3[CH:20]=[CH:19][C:18]([O:21][CH3:22])=[CH:17][CH:16]=3)=[C:11]([C:23]([O:25][CH3:26])=[O:24])[N:10]([CH3:30])[N:9]=2)=[CH:6][CH:7]=1 |f:1.2.3|. Procedure: To a solution of methyl 3-(4-bromophenyl)-4-(4-methoxybenzyloxy)-1H-pyrazole-5-carboxylate T-11 (10 g, 24 mmol) in anhydrous N,N-dimethylformamide (100 mL) cooled in an ice bath was added lithium hydroxide monohydrate (3 g, 71 mmol) and methyl iodide (10 g, 70 mmol). The reaction mixture was stirred at room temperature for 3 hours. The crude product was diluted with ethyl acetate. The organic layer was washed with water and saturated brine. The organic layer was dried over sodium sulfate. Solven... Reaction SMILES: [Cl:1][C:2]1[N:3]=[N:4][C:5]([NH:8][NH2:9])=[CH:6][CH:7]=1.O=[C:11]([CH3:26])[CH:12]([C:18]([C:20]1[CH:25]=[CH:24][CH:23]=[CH:22][CH:21]=1)=[O:19])[CH2:13][C:14]([O:16][CH3:17])=[O:15]>C(O)C>[CH3:17][O:16][C:14](=[O:15])[CH2:13][CH:12]1[C:18]([OH:19])([C:20]2[CH:21]=[CH:22][CH:23]=[CH:24][CH:25]=2)[N:8]([C:5]2[N:4]=[N:3][C:2]([Cl:1])=[CH:7][CH:6]=2)[N:9]=[C:11]1[CH3:26]. The product is COC(CC1C(=NN(C1(C1=CC=CC=C1)O)C=1N=NC(=CC1)Cl)C)=O (Methyl[1-(6-chloropyridazin-3-yl)-5-hydroxy-3-methyl-5-phenyl-4,5-dihydro-1H-pyrazol-4-yl]acetate). Solvent: C(C)O (ethanol). The reactants are ClC=1N=NC(=CC1)NN (3-chloro-6-hydrazinylpyridazine), O=C(C(CC(=O)OC)C(=O)C1=CC=CC=C1)C (methyl 4-oxo-3-(phenylcarbonyl)pentanoate). Procedure details: 0.296 g (2.049 mmol) of 3-chloro-6-hydrazinylpyridazine in 5.00 ml of ethanol was added to 0.400 g (1.708 mmol) of methyl 4-oxo-3-(phenylcarbonyl)pentanoate, and the mixture was stirred at reflux for 8 h. The solvent was removed under reduced pressure which gave, after chromatography of the residue, 0.300 g (48% of theory) of a viscous yellow oil. The reactants are C(CCCCCCC)=O (n-octanal), C=O (formic aldehyde). Reagents/catalysts: catalyst. Product: C(CCCCC)C(C=O)=C (2-hexyl-2-propenal). Isolated yield 38775.3%. Reaction SMILES: [CH:1](=[O:9])[CH2:2][CH2:3][CH2:4][CH2:5][CH2:6][CH2:7][CH3:8].[CH2:10]=O>>[CH2:3]([C:2](=[CH2:10])[CH:1]=[O:9])[CH2:4][CH2:5][CH2:6][CH2:7][CH3:8]. Reported procedure: 100 G (0.78 mmol) of n-octanal, 73 g of 36% formic aldehyde and 260 g (0.78 mol) of catalyst (aqueous diethylamine chlorhydrate; 3 mol/kg) were charged in a 3-neck flask. The mixture was heated to reflux for 1 h and distilled. The reaction product was extracted with ether, dried and concentrated to give 42.41 g of 2-hexyl-2-propenal. Extraction of the flask's residue provided yet 64 g of raw product. The aldehyde was used as such in the next step. Starting materials: ClC1=NC=CC(=N1)C=1C=C(CN2[C@H](CN(CC2)C(=O)OC(C)(C)C)C)C=CC1C ((3S)-tert-butyl 4-(3-(2-chloropyrimidin-4-yl)4-methylbenzyl)-3-methylpiperazine-1-carboxylate), FC=1C=C(C=C(C1)F)CCN (2-(3,5-difluorophenyl)ethanamine), 438. The product is FC=1C=C(CCNC2=NC=CC(=N2)C2=C(C=CC(=C2)CN2[C@H](CNCC2)C)C)C=C(C1)F (N-(3,5-difluorophenethyl)-4-(2-methyl-5-(((S)-2-methylpiperazin-1-yl)methyl)phenyl)pyrimidin-2-amine). RXN SMILES: Cl[C:2]1[N:7]=[C:6]([C:8]2[CH:9]=[C:10]([CH:26]=[CH:27][C:28]=2[CH3:29])[CH2:11][N:12]2[CH2:17][CH2:16][N:15](C(OC(C)(C)C)=O)[CH2:14][C@@H:13]2[CH3:25])[CH:5]=[CH:4][N:3]=1.[F:30][C:31]1[CH:32]=[C:33]([CH2:38][CH2:39][NH2:40])[CH:34]=[C:35]([F:37])[CH:36]=1>>[F:30][C:31]1[CH:32]=[C:33]([CH:34]=[C:35]([F:37])[CH:36]=1)[CH2:38][CH2:39][NH:40][C:2]1[N:7]=[C:6]([C:8]2[CH:9]=[C:10]([CH2:11][N:12]3[CH2:17][CH2:16][NH:15][CH2:14][C@@H:13]3[CH3:25])[CH:26]=[CH:27][C:28]=2[CH3:29])[CH:5]=[CH:4][N:3]=1. Reported procedure: Intermediate 158 from above was coupled with 2-(3,5-difluorophenyl)ethanamine following procedure F. The product was deprotected by procedure G2. LC-MS showed the product had the expected M+H+ of 438. 1H NMR (Varian 300 MHz, MeOD-d6, shifts relative to the solvent peak at 3.31 ppm) δ 8.4 (d, 1H) 8.0 (d, 1H) 7.7 (d, 1H) 7.5 (d, 1H), 7.4 (d, 1H), 6.9 (d, 2H) 6.7 (t, 1H), 3.9-3.8 (m, 3H) 3.7-3.6 (m, 6H) 3.5-3.4 (m, 2H) 3.0 (t, 2H), 2.5 (s, 3H), 1.7 (d, 3H). Reactants: ClC(C(C)(C)OC(=O)N1C2CN(CC1C(=C(C2)C2=CC=C(C=C2)OCCOC2=C(C=CC(=C2)F)Br)C(=O)O)C(C)=O)(Cl)Cl (3-Acetyl-7-{4-[2-(2-bromo-5-fluorophenoxy)ethoxy]phenyl}-3,9-diazabicyclo[3.3.1]non-6-ene-6,9-dicarboxylic acid 9-(2,2,2-trichloro-1,1-dimethyl-ethyl) ester), ClC(C(C)(C)OC(=O)N1C2CN(CC1C(=C(C2)C2=CC=C(C=C2)OCCOC2=C(C(=CC=C2)F)Cl)C(=O)OCC)C(C)=O)(Cl)Cl (3-Acetyl-7-{4-[2-(2-chloro-fluorophenoxy)ethoxy]phenyl}-3,9-diazabicyclo[3.3.1]non-6-ene-6,9-dicarboxylic acid 6-ethyl ester 9-(2,2,2-trichloro-1,1-dimethylethyl) ester), [OH-].[Na+] (NaOH). The solvent is CCO (EtOH). Yields the product ClC(C(C)(C)OC(=O)N1C2CN(CC1C(=C(C2)C2=CC=C(C=C2)OCCOC2=C(C=CC(=C2)F)Cl)C(=O)O)C(C)=O)(Cl)Cl (3-Acetyl-7-{4-[2-(2-chloro-5-fluorophenoxy)ethoxy]phenyl}-3,9-diazabicyclo-[3.3.1]non-6-ene-6,9-dicarboxylic acid 9-(2,2,2-trichloro-1,1-dimethylethyl) ester). As a reaction SMILES: [Cl:1][C:2]([Cl:43])([Cl:42])[C:3]([O:6][C:7]([N:9]1[CH:14]2[C:15]([C:36]([OH:38])=[O:37])=[C:16]([C:18]3[CH:23]=[CH:22][C:21]([O:24][CH2:25][CH2:26][O:27][C:28]4[CH:33]=[C:32]([F:34])[CH:31]=[CH:30][C:29]=4Br)=[CH:20][CH:19]=3)[CH2:17][CH:10]1[CH2:11][N:12]([C:39](=[O:41])[CH3:40])[CH2:13]2)=[O:8])([CH3:5])[CH3:4].[Cl:44]C(Cl)(Cl)C(OC(N1C2C(C(OCC)=O)=C(C3C=CC(OCCOC4C=CC=C(F)C=4Cl)=CC=3)CC1CN(C(=O)C)C2)=O)(C)C.[OH-].[Na+]>CCO>[Cl:1][C:2]([Cl:43])([Cl:42])[C:3]([O:6][C:7]([N:9]1[CH:14]2[C:15]([C:36]([OH:38])=[O:37])=[C:16]([C:18]3[CH:23]=[CH:22][C:21]([O:24][CH2:25][CH2:26][O:27][C:28]4[CH:33]=[C:32]([F:34])[CH:31]=[CH:30][C:29]=4[Cl:44])=[CH:20][CH:19]=3)[CH2:17][CH:10]1[CH2:11][N:12]([C:39](=[O:41])[CH3:40])[CH2:13]2)=[O:8])([CH3:5])[CH3:4] |f:2.3|. Procedure details: As described for compound BN2, but from bicyclononene BM10 (2.82 g, 3.94 mmol), aq. 1M NaOH (30 mL) and EtOH (70 mL). The crude title compound (1.90 g, 74%) was used ftther without purification. Reactants: O=C([O-])O, CCOC(C)=O, NC(Cc1ccc(C(F)(F)F)c(F)c1)C(O)c1ccc(F)cc1, [Na+], O, O=C(Cl)CCc1ccccc1. Product: O=C(CCc1ccccc1)NC(Cc1ccc(C(F)(F)F)c(F)c1)C(O)c1ccc(F)cc1. RXN SMILES: [C:35](=[O:36])([O-:37])[OH:38].[CH3:40][CH2:41][O:42][C:43](=[O:44])[CH3:45].[NH2:1][CH:2]([CH:3]([OH:4])[c:5]1[cH:6][cH:7][c:8]([F:11])[cH:9][cH:10]1)[CH2:12][c:13]1[cH:14][c:15]([F:23])[c:16]([C:19]([F:20])([F:21])[F:22])[cH:17][cH:18]1.[Na+:39].[OH2:46].[c:24]1([CH2:30][CH2:31][C:32](=[O:33])[Cl:34])[cH:25][cH:26][cH:27][cH:28][cH:29]1>>[NH:1]([CH:2]([CH:3]([OH:4])[c:5]1[cH:6][cH:7][c:8]([F:11])[cH:9][cH:10]1)[CH2:12][c:13]1[cH:14][c:15]([F:23])[c:16]([C:19]([F:20])([F:21])[F:22])[cH:17][cH:18]1)[C:32]([CH2:31][CH2:30][c:24]1[cH:25][cH:26][cH:27][cH:28][cH:29]1)=[O:33]. The reactants are CI (methyl iodide), BrC=1C=C(SC1)CO ((4-bromo-thiophen-2-yl)-methanol), [H-].[Na+] (sodium hydride). Run in O1CCCC1 (tetrahydrofuran). Conditions: time 8 hour. The product is BrC=1C=C(SC1)COC (4-bromo-2-methoxymethyl-thiophene). Reaction SMILES: [H-].[Na+].[CH3:3]I.[Br:5][C:6]1[CH:7]=[C:8]([CH2:11][OH:12])[S:9][CH:10]=1>O1CCCC1>[Br:5][C:6]1[CH:7]=[C:8]([CH2:11][O:12][CH3:3])[S:9][CH:10]=1 |f:0.1|. Procedure details: Add sodium hydride (737 mg, 29.23 mmol, 1.10 equivalents, 95%) to a solution containing methyl iodide (1.65 mL, 26.57 mmol, 1.00 equivalents) and (4-bromo-thiophen-2-yl)-methanol (5.13 g, 26.57 mmol, 1.00 equivalents) in tetrahydrofuran (dry, 25 mL). Stir the resulting mixture at room temperature overnight and evaporate. Partition the residue between water (100 mL) and dichloromethane (100 mL). Extract the aqueous layer with dichloromethane (100 mL), combine the organic layers, dry over magnesiu...